This data is from the Open Reaction Database (ORD), a public repository of structured organic reaction records. The task is: describe an organic reaction: reactants, conditions, products, and yield As a reaction SMILES: [NH2:1][C:2]1[CH:23]=[CH:22][C:5]([C:6]([NH:8][C@H:9]([C:17]([O:19][CH2:20][CH3:21])=[O:18])[CH2:10][CH2:11][C:12]([O:14][CH2:15][CH3:16])=[O:13])=[O:7])=[CH:4][C:3]=1[F:24].[C:25]([NH:28][C:29]1[NH:30][C:31](=[O:46])[C:32]([CH2:42][CH2:43][CH:44]=O)=[C:33]([N:35]([C:39](=[O:41])[CH3:40])[C:36](=[O:38])[CH3:37])[N:34]=1)(=[O:27])[CH3:26].C(O)(=O)C.C([BH3-])#N.[Na+]>C(O)C.CO>[C:25]([NH:28][C:29]1[NH:30][C:31](=[O:46])[C:32]([CH2:42][CH2:43][CH2:44][NH:1][C:2]2[CH:23]=[CH:22][C:5]([C:6]([NH:8][C@H:9]([C:17]([O:19][CH2:20][CH3:21])=[O:18])[CH2:10][CH2:11][C:12]([O:14][CH2:15][CH3:16])=[O:13])=[O:7])=[CH:4][C:3]=2[F:24])=[C:33]([N:35]([C:36](=[O:38])[CH3:37])[C:39](=[O:41])[CH3:40])[N:34]=1)(=[O:27])[CH3:26] |f:3.4|. Run in CO (MeOH), C(C)O (ethanol). Starting materials: NC1=C(C=C(C(=O)N[C@@H](CCC(=O)OCC)C(=O)OCC)C=C1)F (diethyl N-(4-amino-3-fluorobenzoyl)-(L)-glutamate), C(C)(=O)NC=1NC(C(=C(N1)N(C(C)=O)C(C)=O)CCC=O)=O (3-(2-acetylamino-4-diacetylamino-1,6-dihydro-6-oxo-5-pyrimidinyl)propionaldehyde), C(C)(=O)O (acetic acid), ( 87 ), 633, C(#N)[BH3-].[Na+] (sodium cyanoborohydride), ( 100 ). Yields the product C(C)(=O)NC=1NC(C(=C(N1)N(C(C)=O)C(C)=O)CCCNC1=C(C=C(C(=O)N[C@@H](CCC(=O)OCC)C(=O)OCC)C=C1)F)=O (Diethyl N-[4-(3-(2-acetylamino-4-diacetylamino-1,6-dihydro-6-oxo-5-pyrimidinyl)propylamino)-3-fluorobenzoyl]-(L)-glutamate). Procedure details: Both diethyl N-(4-amino-3-fluorobenzoyl)-(L)-glutamate (2.21 g, 6.49 mmoles) and 3-(2-acetylamino-4-diacetylamino-1,6-dihydro-6-oxo-5-pyrimidinyl)propionaldehyde (2.00 g, 6.49 mmoles) were stirred in absolute ethanol (50 mL) under nitrogen while glacial acetic acid (3mL) was added dropwise during 1 minute. After solution was achieved (1 hour), activated 3 Å molecular sieves (10 mL) were added and stirring was continued 5 hours. The reaction mixture was chilled (ice bath) and sodium cyanoborohydr... Run at time 5 hour. Reactants: C1(=CC=CC=C1)C1=CNC2=NC=CC=C21 (3-phenyl-1H-pyrrolo[2,3-b]pyridine), CC(C)([O-])C.[K+] (potassium tertbutoxide), FC1=CC=C(CNC(=O)C2=CC=C(C=C2)S(=O)(=O)Cl)C=C1 (4-(4-Fluoro-benzylcarbamoyl)-benzenesulfonyl chloride). The solvent is CN(C)C=O (DMF), CN(C)C=O (DMF), CN(C)C=O (DMF). Run at time 5 minute. Yields the product FC1=CC=C(CNC(C2=CC=C(C=C2)S(=O)(=O)N2C=C(C=3C2=NC=CC3)C3=CC=CC=C3)=O)C=C1 (N-(4-Fluoro-benzyl)-4-(3-phenyl-pyrrolo[2,3-b]pyridine-1-sulfonyl)-benzamide). Yield: 18.5%. As a reaction SMILES: [C:1]1([C:7]2[C:15]3[C:10](=[N:11][CH:12]=[CH:13][CH:14]=3)[NH:9][CH:8]=2)[CH:6]=[CH:5][CH:4]=[CH:3][CH:2]=1.CC(C)([O-])C.[K+].[F:22][C:23]1[CH:42]=[CH:41][C:26]([CH2:27][NH:28][C:29]([C:31]2[CH:36]=[CH:35][C:34]([S:37](Cl)(=[O:39])=[O:38])=[CH:33][CH:32]=2)=[O:30])=[CH:25][CH:24]=1>CN(C=O)C>[F:22][C:23]1[CH:24]=[CH:25][C:26]([CH2:27][NH:28][C:29](=[O:30])[C:31]2[CH:36]=[CH:35][C:34]([S:37]([N:9]3[C:10]4=[N:11][CH:12]=[CH:13][CH:14]=[C:15]4[C:7]([C:1]4[CH:2]=[CH:3][CH:4]=[CH:5][CH:6]=4)=[CH:8]3)(=[O:38])=[O:39])=[CH:33][CH:32]=2)=[CH:41][CH:42]=1 |f:1.2|. Reported procedure: Slowly add 3-phenyl-1H-pyrrolo[2,3-b]pyridine (178 mg, 0.915 mmol, 1.0 eq) as a 2 ml DMF solution to a flask under N2 containing potassium tertbutoxide (108 mg, 0.961 mmol, 1.05 eq) in 1 ml DMF solution. Stir solution for 5 minutes. Slowly add 4-(4-Fluoro-benzylcarbamoyl)-benzenesulfonyl chloride (300 mg, 0.915 mmol, 1.0 eq) as a 3 ml DMF solution. Stir reaction for 18 hours at room temperature. Strip reaction of solvent and purify on silica gel chromatography to give N-(4-Fluoro-benzyl)-4-(3-ph... Reactants: CN, CN(C)C=O, CO, O=C(Nc1ccc(C(=O)N2CCC(=O)c3ccccc32)cc1)c1cc(Cl)cc(Cl)c1. Product: CNC1CCN(C(=O)c2ccc(NC(=O)c3cc(Cl)cc(Cl)c3)cc2)c2ccccc21. Reaction SMILES: [CH3:31][NH2:32].[CH3:33][N:34]([CH3:35])[CH:36]=[O:37].[CH3:38][OH:39].[O:1]=[C:2]1[CH2:3][CH2:4][N:5]([C:12]([c:13]2[cH:14][cH:15][c:16]([NH:19][C:20]([c:21]3[cH:22][c:23]([Cl:28])[cH:24][c:25]([Cl:27])[cH:26]3)=[O:29])[cH:17][cH:18]2)=[O:30])[c:6]2[cH:7][cH:8][cH:9][cH:10][c:11]21>>[CH:2]1([NH:34][CH3:33])[CH2:3][CH2:4][N:5]([C:12]([c:13]2[cH:14][cH:15][c:16]([NH:19][C:20]([c:21]3[cH:22][c:23]([Cl:28])[cH:24][c:25]([Cl:27])[cH:26]3)=[O:29])[cH:17][cH:18]2)=[O:30])[c:6]2[cH:7][cH:8][cH:9][cH:10][c:11]21. Starting materials: CCCOc1ccc2c(c1)C(c1ccc(OC)cc1C=CC(=O)O)C(C(=O)O)C2c1ccc2c(c1)OCO2, CCO, [H][H]. The product is CCCOc1ccc2c(c1)C(c1ccc(OC)cc1CCC(=O)O)C(C(=O)O)C2c1ccc2c(c1)OCO2. RXN SMILES: [C:1](=[O:2])([OH:3])[CH:4]=[CH:5][c:6]1[c:7]([CH:14]2[CH:15]([C:36](=[O:37])[OH:38])[CH:16]([c:27]3[cH:28][c:29]4[c:30]([cH:31][cH:32]3)[O:33][CH2:34][O:35]4)[c:17]3[cH:18][cH:19][c:20]([O:23][CH2:24][CH2:25][CH3:26])[cH:21][c:22]32)[cH:8][cH:9][c:10]([O:12][CH3:13])[cH:11]1.[CH3:41][CH2:42][OH:43].[H:39][H:40]>>[C:1](=[O:2])([OH:3])[CH2:4][CH2:5][c:6]1[c:7]([CH:14]2[CH:15]([C:36](=[O:37])[OH:38])[CH:16]([c:27]3[cH:28][c:29]4[c:30]([cH:31][cH:32]3)[O:33][CH2:34][O:35]4)[c:17]3[cH:18][cH:19][c:20]([O:23][CH2:24][CH2:25][CH3:26])[cH:21][c:22]32)[cH:8][cH:9][c:10]([O:12][CH3:13])[cH:11]1.